From a dataset of the Open Reaction Database (ORD), a public repository of structured organic reaction records. describe an organic reaction: reactants, conditions, products, and yield Starting materials: C(C)(C)(C)C1=CC(=C(C=N1)C=1N([C@]([C@](N1)(C)C1=CC=C(C=C1)Cl)(C)C1=CC=C(C=C1)Cl)C(=O)N1CCC(CC1)CC(=O)O)OCC ({1-[(4S,5R)-2-(6-tert-butyl-4-ethoxy-pyridin-3-yl)-4,5-bis-(4-chloro-phenyl)-4,5-dimethyl-4,5-dihydro-imidazole-1-carbonyl]-piperidin-4-yl}-acetic acid), C1(CCCCC1)NC(C)C (N-cyclohexyl-N-isopropylamine). The product is C(C)(C)(C)C1=CC(=C(C=N1)C=1N([C@]([C@](N1)(C)C1=CC=C(C=C1)Cl)(C)C1=CC=C(C=C1)Cl)C(=O)N1CCC(CC1)CC(=O)N(C(C)C)C1CCCCC1)OCC (2-{1-[(4S,5R)-2-(6-tert-Butyl-4-ethoxy-pyridin-3-yl)-4,5-bis-(4-chloro-phenyl)-4,5-dimethyl-4,5-dihydro-imidazole-1-carbonyl]-piperidin-4-yl}-N-cyclohexyl-N-isopropyl-acetamide). RXN SMILES: [C:1]([C:5]1[N:10]=[CH:9][C:8]([C:11]2[N:12]([C:32]([N:34]3[CH2:39][CH2:38][CH:37]([CH2:40][C:41](O)=[O:42])[CH2:36][CH2:35]3)=[O:33])[C@@:13]([C:25]3[CH:30]=[CH:29][C:28]([Cl:31])=[CH:27][CH:26]=3)([CH3:24])[C@@:14]([C:17]3[CH:22]=[CH:21][C:20]([Cl:23])=[CH:19][CH:18]=3)([CH3:16])[N:15]=2)=[C:7]([O:44][CH2:45][CH3:46])[CH:6]=1)([CH3:4])([CH3:3])[CH3:2].[CH:47]1([NH:53][CH:54]([CH3:56])[CH3:55])[CH2:52][CH2:51][CH2:50][CH2:49][CH2:48]1>>[C:1]([C:5]1[N:10]=[CH:9][C:8]([C:11]2[N:12]([C:32]([N:34]3[CH2:35][CH2:36][CH:37]([CH2:40][C:41]([N:53]([CH:47]4[CH2:52][CH2:51][CH2:50][CH2:49][CH2:48]4)[CH:54]([CH3:56])[CH3:55])=[O:42])[CH2:38][CH2:39]3)=[O:33])[C@@:13]([C:25]3[CH:26]=[CH:27][C:28]([Cl:31])=[CH:29][CH:30]=3)([CH3:24])[C@@:14]([C:17]3[CH:18]=[CH:19][C:20]([Cl:23])=[CH:21][CH:22]=3)([CH3:16])[N:15]=2)=[C:7]([O:44][CH2:45][CH3:46])[CH:6]=1)([CH3:2])([CH3:3])[CH3:4]. Procedure details: In a manner analogous to the method described in example 163, {1-[(4S,5R)-2-(6-tert-butyl-4-ethoxy-pyridin-3-yl)-4,5-bis-(4-chloro-phenyl)-4,5-dimethyl-4,5-dihydro-imidazole-1-carbonyl]-piperidin-4-yl}-acetic acid was coupled with N-cyclohexyl-N-isopropylamine (Fluka) to give the title compound. HR-MS (ES, m/z) calculated for C45H60Cl2N5O3 [(M+H)+] 788.4068, observed 788.4062.